From a dataset of the Open Reaction Database (ORD), a public repository of structured organic reaction records. describe an organic reaction: reactants, conditions, products, and yield Reactants: C(C)O\C=C/C1=CC=2N(C=C1)C(=CN2)C(=O)NC2=C1C(=NN(C1=CC=C2)CC2=NC(=CC=C2)C)CC ((Z)-7-(2-ethoxyvinyl)-N-(3-ethyl-1-((6-methylpyridin-2-yl)methyl)-1H-indazol-4-yl)imidazo[1,2-a]pyridine-3-carboxamide), HCl-ether, C([O-])(O)=O.[Na+] (sodium bicarbonate). Reagents/catalysts: O (water). Run in O1CCOCC1 (dioxane). Reaction conditions: time 30 minute. Yields the product C(C)C1=NN(C2=CC=CC(=C12)NC(=O)C1=CN=C2N1C=CC(=C2)CC=O)CC2=NC(=CC=C2)C (N-(3-Ethyl-1-((6-methylpyridin-2-yl)methyl)-1H-indazol-4-yl)-7-(2-oxoethyl)imidazo[1,2-a]pyridine-3-carboxamide). Yield: 95.6%. Reaction SMILES: C([O:3]/[CH:4]=[CH:5]\[C:6]1[CH:11]=[CH:10][N:9]2[C:12]([C:15]([NH:17][C:18]3[CH:26]=[CH:25][CH:24]=[C:23]4[C:19]=3[C:20]([CH2:35][CH3:36])=[N:21][N:22]4[CH2:27][C:28]3[CH:33]=[CH:32][CH:31]=[C:30]([CH3:34])[N:29]=3)=[O:16])=[CH:13][N:14]=[C:8]2[CH:7]=1)C.C(=O)(O)[O-].[Na+]>O1CCOCC1.O>[CH2:35]([C:20]1[C:19]2[C:23](=[CH:24][CH:25]=[CH:26][C:18]=2[NH:17][C:15]([C:12]2[N:9]3[CH:10]=[CH:11][C:6]([CH2:5][CH:4]=[O:3])=[CH:7][C:8]3=[N:14][CH:13]=2)=[O:16])[N:22]([CH2:27][C:28]2[CH:33]=[CH:32][CH:31]=[C:30]([CH3:34])[N:29]=2)[N:21]=1)[CH3:36] |f:1.2|. Procedure details: A solution of (Z)-7-(2-ethoxyvinyl)-N-(3-ethyl-1-((6-methylpyridin-2-yl)methyl)-1H-indazol-4-yl)imidazo[1,2-a]pyridine-3-carboxamide (211 mg, 0.439 mmol) in dioxane (6 mL) was treated at ambient temperature with 2.0 M HCl-ether. The resulting suspension was stirred at ambient temperature for 30 minutes. At that time 3 drops of water were added, so as not to collapse the suspension, and stirring was continued for another 30 minutes. The reaction mixture was neutralized with saturated aqueous sodi... The reactants are CS(=O)(=O)c1cc(Br)ccc1C(=O)O, Cc1cc(C2CC2)cnc1N1CCNCC1, Cl. Yields the product Cc1cc(C2CC2)cnc1N1CCN(C(=O)c2ccc(Br)cc2S(C)(=O)=O)CC1. RXN SMILES: [Br:1][c:2]1[cH:3][c:4]([S:11](=[O:12])(=[O:13])[CH3:14])[c:5]([C:6](=[O:7])[OH:8])[cH:9][cH:10]1.[CH:16]1([c:19]2[cH:20][c:21]([CH3:31])[c:22]([N:25]3[CH2:26][CH2:27][NH:28][CH2:29][CH2:30]3)[n:23][cH:24]2)[CH2:17][CH2:18]1.[ClH:15]>>[Br:1][c:2]1[cH:3][c:4]([S:11](=[O:12])(=[O:13])[CH3:14])[c:5]([C:6](=[O:8])[N:28]2[CH2:27][CH2:26][N:25]([c:22]3[c:21]([CH3:31])[cH:20][c:19]([CH:16]4[CH2:17][CH2:18]4)[cH:24][n:23]3)[CH2:30][CH2:29]2)[cH:9][cH:10]1. Starting materials: ClC1=NC=C(C(=N1)NC1=CC2=C(C=C1)OCCO2)F (2-chloro-N4-(3,4-ethylenedioxyphenyl)-5-fluoro-4-pyrimidineamine), ClC1=NC=C(C(=N1)Cl)F (2,4-dichloro-5-fluoropyrimidine), NC1=CC=C(CO)C=C1 (4-aminobenzylalcohol). The product is ClC1=NC=C(C(=N1)NC1=CC=C(C=C1)CO)F (2-chloro-5-fluoro-N4-[4-(hydroxymethyl)phenyl]-4-pyrimidineamine). RXN SMILES: [Cl:1][C:2]1[N:7]=[C:6]([NH:8][C:9]2[CH:14]=[CH:13][C:12]3OCCO[C:11]=3[CH:10]=2)[C:5]([F:19])=[CH:4][N:3]=1.ClC1N=C(Cl)C(F)=CN=1.NC1C=CC([CH2:34][OH:35])=CC=1>>[Cl:1][C:2]1[N:7]=[C:6]([NH:8][C:9]2[CH:10]=[CH:11][C:12]([CH2:34][OH:35])=[CH:13][CH:14]=2)[C:5]([F:19])=[CH:4][N:3]=1. Procedure: In a manner similar to the preparation of 2-chloro-N4-(3,4-ethylenedioxyphenyl)-5-fluoro-4-pyrimidineamine, 2,4-dichloro-5-fluoropyrimidine and 4-aminobenzylalcohol were reacted to yield 2-chloro-5-fluoro-N4-[4-(hydroxymethyl)phenyl]-4-pyrimidineamine. 1H NMR (CDCl3): δ 8.08 (d, 1H, J=2.7 Hz), 7.62 (d, 2H, J=9.0 Hz), 7.40 (d, 2H, J=8.1 Hz), 6.99 (bs, 1H), 4.70 (s, 2H); 19F NMR (CDCl3): −44570 (s, 1F); LCMS: ret. time: 19.57 min.; purity: 99%; MS (m/e): 254 (MH+). Starting materials: C=C1CC(CCCC)OC1=O, CCO, [H][H]. The product is CCCCC1CC(C)C(=O)O1. Reaction SMILES: [CH2:1]=[C:2]1[C:3](=[O:11])[O:4][CH:5]([CH2:7][CH2:8][CH2:9][CH3:10])[CH2:6]1.[CH3:14][CH2:15][OH:16].[H:12][H:13]>>[CH3:1][CH:2]1[C:3](=[O:11])[O:4][CH:5]([CH2:7][CH2:8][CH2:9][CH3:10])[CH2:6]1. Starting materials: BrC=1C=C(NC1)C(=O)O (4-bromo-1H-pyrrole-2-carboxylic acid), NC1=CC(=C(OCC(C)(O)C)C=C1)OC (1-(4-amino-2-methoxyphenoxy)-2-methylpropan-2-ol), C(CCl)Cl (EDC), C=1C=CC2=C(C1)N=NN2O (HOBT). The solvent is ClC(C)Cl (dichloroethane), CCOC(=O)C (EtOAc). Run at time 16 hour. Yields the product BrC=1C=C(NC1)C(=O)NC1=CC(=C(C=C1)OCC(C)(C)O)OC (4-Bromo-N-(4-(2-hydroxy-2-methylpropoxy)-3-methoxyphenyl)-1H-pyrrole-2-carboxamide). The yield is 90.6%. As a reaction SMILES: [Br:1][C:2]1[CH:3]=[C:4]([C:7]([OH:9])=O)[NH:5][CH:6]=1.[NH2:10][C:11]1[CH:22]=[CH:21][C:14]([O:15][CH2:16][C:17]([CH3:20])([OH:19])[CH3:18])=[C:13]([O:23][CH3:24])[CH:12]=1.C(Cl)CCl.C1C=CC2N(O)N=NC=2C=1>ClC(Cl)C.CCOC(C)=O>[Br:1][C:2]1[CH:3]=[C:4]([C:7]([NH:10][C:11]2[CH:22]=[CH:21][C:14]([O:15][CH2:16][C:17]([OH:19])([CH3:20])[CH3:18])=[C:13]([O:23][CH3:24])[CH:12]=2)=[O:9])[NH:5][CH:6]=1. Procedure: To a solution of 4-bromo-1H-pyrrole-2-carboxylic acid (1.00 g, 5.30 mmol), preparation described in step A of Example 2, and 1-(4-amino-2-methoxyphenoxy)-2-methylpropan-2-ol (1.12 g, 5.30 mmol), preparation described in step A of Example 4. in dichloroethane (46.0 mL) was added EDC (2.03 g, 10.6 mmol) and HOBT (1.62 g, 10.6 mmol) and the reaction was allowed to stir at rt for 16 h. The reaction mixture was diluted with EtOAc (100 mL), washed with sat. NaHCO3 (3×100 mL), water, brine, dried over ... Reactants: CC(=CC(=O)OCC)C (ethyl 3-methyl-2-butenoate), C(C1=CC=CC=C1)(=O)OOC(C1=CC=CC=C1)=O (benzoyl peroxide), CC(C)(C#N)N=NC(C)(C)C#N (AIBN), BrN1C(CCC1=O)=O (N-bromosuccinimide). Run in C(Cl)(Cl)(Cl)Cl (carbon tetrachloride). Yields the product BrCC(=CC(=O)OCC)C (ethyl 4-bromo-3-methyl-2-butenoate). Reaction SMILES: [CH3:1][C:2]([CH3:9])=[CH:3][C:4]([O:6][CH2:7][CH3:8])=[O:5].[Br:10]N1C(=O)CCC1=O.C(OOC(=O)C1C=CC=CC=1)(=O)C1C=CC=CC=1.CC(N=NC(C#N)(C)C)(C#N)C>C(Cl)(Cl)(Cl)Cl>[Br:10][CH2:1][C:2]([CH3:9])=[CH:3][C:4]([O:6][CH2:7][CH3:8])=[O:5]. Procedure details: To ethyl 3-methyl-2-butenoate (10.0 g, 78.0 mmol) in 80 ml of carbon tetrachloride heated under gentle reflux is added N-bromosuccinimide (15.0 g, 84.0 mmol) in portions, followed by traces of radical initiator (benzoyl peroxide, ca. 0.2 g, and AIBN, ca. 0.1 g) in portions over one hour. After the final addition, the mixture is heated under reflux for 30 min. The reaction mixture is cooled and filtered and the solvent is removed by rotoevaporation to give ethyl 4-bromo-3-methyl-2-butenoate. Starting materials: C1=C2C(=CC3=C1C(=O)OC3=O)C(=O)OC2=O (1,2,4,5-Benzenetetracarboxylic dianhydride), N#CN (cyanamide), C(C)(C)N(CC)C(C)C (diisopropylethyl amine), O(C1=CC=CC=C1)C=1C=C(CN[C@H]2CCCC3=CC=CC=C23)C=CC1 (N-(3-phenoxybenzyl)-N-[(1S)-1,2,3,4-tetrahydro-1-naphthalenyl]amine). The product is C(#N)NC(=O)C1=C(C=C(C(=O)O)C(=C1)C(=O)N([C@H]1CCCC2=CC=CC=C12)CC1=CC(=CC=C1)OC1=CC=CC=C1)C(=O)O (4-[(cyanoamino)carbonyl]-6-({(3-phenoxybenzyl)[(1S)-1,2,3,4-tetrahydro-1-naphthalenyl]amino}carbonyl)isophthalic acid). Isolated yield 9.0%. RXN SMILES: [CH:1]1[C:6]2[C:7]([O:9][C:10](=[O:11])[C:5]=2[CH:4]=[C:3]2[C:12]([O:14][C:15](=[O:16])[C:2]=12)=[O:13])=[O:8].C(N(C(C)C)CC)(C)C.[O:26]([C:33]1[CH:34]=[C:35]([CH:48]=[CH:49][CH:50]=1)[CH2:36][NH:37][C@@H:38]1[C:47]2[C:42](=[CH:43][CH:44]=[CH:45][CH:46]=2)[CH2:41][CH2:40][CH2:39]1)[C:27]1[CH:32]=[CH:31][CH:30]=[CH:29][CH:28]=1.[N:51]#[C:52][NH2:53]>>[C:52]([NH:53][C:7]([C:6]1[CH:1]=[C:2]([C:15]([N:37]([CH2:36][C:35]2[CH:48]=[CH:49][CH:50]=[C:33]([O:26][C:27]3[CH:28]=[CH:29][CH:30]=[CH:31][CH:32]=3)[CH:34]=2)[C@@H:38]2[C:47]3[C:42](=[CH:43][CH:44]=[CH:45][CH:46]=3)[CH2:41][CH2:40][CH2:39]2)=[O:16])[C:3]([C:12]([OH:14])=[O:13])=[CH:4][C:5]=1[C:10]([OH:9])=[O:11])=[O:8])#[N:51]. Procedure details: 1,2,4,5-Benzenetetracarboxylic dianhydride (1 mmol), diisopropylethyl amine, N-(3-phenoxybenzyl)-N-[(1S)-1,2,3,4-tetrahydro-1-naphthalenyl]amine and cyanamide were processed as described in Example 100 to provide the title compounds as a white solid (52 mg, 9% yield). Reactants: O=C([O-])O, ClCCl, COc1cc(C)cc(C)c1C, O=S(=O)(O)Cl, [Na+]. Product: COc1cc(C)c(S(=O)(=O)Cl)c(C)c1C. RXN SMILES: [C:17](=[O:18])([O-:19])[OH:20].[CH2:22]([Cl:23])[Cl:24].[CH3:1][c:2]1[c:3]([O:10][CH3:11])[cH:4][c:5]([CH3:9])[cH:6][c:7]1[CH3:8].[Cl:12][S:13](=[O:14])(=[O:15])[OH:16].[Na+:21]>>[CH3:1][c:2]1[c:3]([O:10][CH3:11])[cH:4][c:5]([CH3:9])[c:6]([S:13]([Cl:12])(=[O:14])=[O:15])[c:7]1[CH3:8]. The reactants are C(C)[C@@H]1CN(C[C@@H]1C1=NN=C2N1C1=C(N=C2)N(C=C1)S(=O)(=O)C1=CC=C(C)C=C1)C(=O)NCC(F)(F)F ((cis)-3-ethyl-4-(6-tosyl-6H-pyrrolo[2,3-e][1,2,4]triazolo[4,3-a]pyrazin-1-yl)-N-(2,2,2-trifluoroethyl)pyrrolidine-1-carboxamide), [OH-].[Na+] (NaOH). Solvent: O1CCOCC1 (1,4-dioxane). Run at temperature 50 celsius. Yields the product C(C)[C@@H]1CN(C[C@@H]1C1=NN=C2N1C1=C(N=C2)NC=C1)C(=O)NCC(F)(F)F ((3S,4R)-3-ethyl-4-(6H-pyrrolo[2,3-e][1,2,4]triazolo[4,3-a]pyrazin-1-yl)-N-(2,2,2-trifluoroethyl)pyrrolidine-1-carboxamide). The yield is 14.2%. As a reaction SMILES: [CH2:1]([C@H:3]1[C@@H:7]([C:8]2[N:12]3[C:13]4[CH:19]=[CH:18][N:17](S(C5C=CC(C)=CC=5)(=O)=O)[C:14]=4[N:15]=[CH:16][C:11]3=[N:10][N:9]=2)[CH2:6][N:5]([C:30]([NH:32][CH2:33][C:34]([F:37])([F:36])[F:35])=[O:31])[CH2:4]1)[CH3:2].[OH-].[Na+]>O1CCOCC1>[CH2:1]([C@H:3]1[C@@H:7]([C:8]2[N:12]3[C:13]4[CH:19]=[CH:18][NH:17][C:14]=4[N:15]=[CH:16][C:11]3=[N:10][N:9]=2)[CH2:6][N:5]([C:30]([NH:32][CH2:33][C:34]([F:37])([F:36])[F:35])=[O:31])[CH2:4]1)[CH3:2] |f:1.2|. Reported procedure: To a solution of (cis)-3-ethyl-4-(6-tosyl-6H-pyrrolo[2,3-e][1,2,4]triazolo[4,3-a]pyrazin-1-yl)-N-(2,2,2-trifluoroethyl)pyrrolidine-1-carboxamide (0.306 g, 0.571 mmol) in 1,4-dioxane (10 mL) was added aqueous NaOH (1 N, 1.50 mL, 1.50 mmol). The reaction was heated at about 50° C. for about 1 h. The layers were partitioned between DCM (25 mL) and water (10 mL). The aqueous layer was acidified with 20% aqueous citric acid to about pH 4 and extracted with DCM (4×25 mL). The combined organic layers w...